This data is from the Open Reaction Database (ORD), a public repository of structured organic reaction records. The task is: describe an organic reaction: reactants, conditions, products, and yield Reactants: BrC=1C=CC(=C(C1)C)F (5-bromo-2-fluorotoluene), C([O-])([O-])=O.[Cs+].[Cs+] (cesium carbonate), C(C#C)OC1OCCCC1 (2-(2-propynyloxy)tetrahydropyran), C(C)#N (acetonitrile). The reagents and catalysts are CC#N.CC#N.Cl[Pd]Cl (bis(acetonitrile)palladium(II) dichloride), C1(CCCCC1)P(C1=C(C=CC=C1)C1=C(C=C(C=C1C(C)C)C(C)C)C(C)C)C1CCCCC1 (2-dicyclohexylphosphino-2′,4′,6′-triisopropylbiphenyl). Solvent: O (water). Reaction conditions: temperature 85 celsius, time 10 hour. Product: FC1=C(C=C(C=C1)C#CCOC1OCCCC1)C (1-(4-fluoro-3-methylphenyl)-3-(tetrahydro-2H-pyran-2-yloxy)-1-propyne). RXN SMILES: Br[C:2]1[CH:3]=[CH:4][C:5]([F:9])=[C:6]([CH3:8])[CH:7]=1.C(=O)([O-])[O-].[Cs+].[Cs+].[CH2:16]([O:19][CH:20]1[CH2:25][CH2:24][CH2:23][CH2:22][O:21]1)[C:17]#[CH:18].C(#N)C>CC#N.CC#N.Cl[Pd]Cl.C1(P(C2CCCCC2)C2C=CC=CC=2C2C(C(C)C)=CC(C(C)C)=CC=2C(C)C)CCCCC1.O>[F:9][C:5]1[CH:4]=[CH:3][C:2]([C:18]#[C:17][CH2:16][O:19][CH:20]2[CH2:25][CH2:24][CH2:23][CH2:22][O:21]2)=[CH:7][C:6]=1[CH3:8] |f:1.2.3,6.7.8|. Procedure details: A mixture of 5-bromo-2-fluorotoluene (10.0 g), cesium carbonate (45.0 g), 2-(2-propynyloxy)tetrahydropyran (11.2 ml), 2-dicyclohexylphosphino-2′,4′,6′-triisopropylbiphenyl (1.51 g), bis(acetonitrile)palladium(II) dichloride (274 mg) and acetonitrile (300 ml) was stirred at 85° C. for 10 hr. The reaction mixture was added to water, and the mixture was extracted with ethyl acetate, washed with saturated brine, and dried over anhydrous magnesium sulfate. The solvent was evaporated under reduced pre...